This data is from the Open Reaction Database (ORD), a public repository of structured organic reaction records. The task is: describe an organic reaction: reactants, conditions, products, and yield The reactants are FC1=C(C(=O)N)C(=CC=C1)C(F)(F)F (2-fluoro-6-(trifluoromethyl)benzamide), C[Si]([O-])(C)C.[K+] (potassium trimethylsilanolate), Cl (HCl). Run in COCCOCCOC (diglyme). Run at temperature 120 celsius, time 8 hour. Product: OC1=C(C(=O)N)C(=CC=C1)C(F)(F)F (2-Hydroxy-6-(trifluoromethyl)benzamide). As a reaction SMILES: F[C:2]1[CH:10]=[CH:9][CH:8]=[C:7]([C:11]([F:14])([F:13])[F:12])[C:3]=1[C:4]([NH2:6])=[O:5].C[Si](C)(C)[O-:17].[K+].Cl>COCCOCCOC>[OH:17][C:2]1[CH:10]=[CH:9][CH:8]=[C:7]([C:11]([F:14])([F:13])[F:12])[C:3]=1[C:4]([NH2:6])=[O:5] |f:1.2|. Procedure: To a solution of 2-fluoro-6-(trifluoromethyl)benzamide (500 mg, 2.41 mmol) in diglyme (8.05 mL) was added potassium trimethylsilanolate (1.08 g, 8.45 mmol). The reaction mixture was stirred at 120° C. overnight. The reaction mixture was acidified with 1N HCl (30 mL) and extracted with EtOAc (3×10 mL). The combined organic layers were washed with 10% solution of LiCl in water, dried with MgSO4, filtered and evaporated under reduced pressure. The resulting residue was purified by Combiflash™ chrom...